Task: describe an organic reaction: reactants, conditions, products, and yield. Dataset: the Open Reaction Database (ORD), a public repository of structured organic reaction records The reactants are Cl (hydrogen chloride), O1CCOCC1 (dioxane), NC=1C(=NC(=C(N1)C1=CC=CC=C1)C1=NN(C(C=C1)=O)C(C)C)C#N (3-amino-6-(1-isopropyl-6-oxo-1,6-dihydro-3-pyridazinyl)-5-phenyl-2-pyrazinecarbonitrile), C(C)(=S)N (thioacetamide). The solvent is CN(C)C=O (DMF), O (Water). Conditions: temperature 102.5 celsius, time 2 hour. Product: NC=1C(=NC(=C(N1)C1=CC=CC=C1)C1=NN(C(C=C1)=O)C(C)C)C(N)=S (3-amino-6-(1-isopropyl-6-oxo-1,6-dihydro-3-pyridazinyl)-5-phenyl-2-pyrazinecarbothioamide). Isolated yield 56.9%. RXN SMILES: [NH2:1][C:2]1[C:3]([C:24]#[N:25])=[N:4][C:5]([C:14]2[CH:19]=[CH:18][C:17](=[O:20])[N:16]([CH:21]([CH3:23])[CH3:22])[N:15]=2)=[C:6]([C:8]2[CH:13]=[CH:12][CH:11]=[CH:10][CH:9]=2)[N:7]=1.C(N)(=[S:28])C.Cl.O1CCOCC1>CN(C=O)C.O>[NH2:1][C:2]1[C:3]([C:24](=[S:28])[NH2:25])=[N:4][C:5]([C:14]2[CH:19]=[CH:18][C:17](=[O:20])[N:16]([CH:21]([CH3:23])[CH3:22])[N:15]=2)=[C:6]([C:8]2[CH:9]=[CH:10][CH:11]=[CH:12][CH:13]=2)[N:7]=1. Reported procedure: To a suspension of 3-amino-6-(1-isopropyl-6-oxo-1,6-dihydro-3-pyridazinyl)-5-phenyl-2-pyrazinecarbonitrile (665 mg) and thioacetamide (451 mg) in DMF (3.2 ml) was added a 4N hydrogen chloride solution of dioxane (3.2 ml) and the mixture was stirred at 100-105° C. for 2 hours. Water (65 ml) was added to the mixture to yield a precipitate. The precipitate was collected by filtration, subjected to column chromatography on silica gel eluting with a mixture of n-hexane and EtOAc (40:60 v/v) to give a... The reactants are ice water, C(C1=CC=CC=C1)S (benzylmercaptan), C([O-])([O-])=O.[K+].[K+] (potassium carbonate), ClC1=C(C=O)C=CC=C1O (2-chloro-3-hydroxybenzaldehyde). Run in CN(C=O)C (dimethylformamide). Run at temperature 100 celsius, time 2 day. The product is C(C1=CC=CC=C1)SC1=C(C=O)C=CC=C1O (2-benzylthio-3-hydroxybenzaldehyde). Reaction SMILES: Cl[C:2]1[C:9]([OH:10])=[CH:8][CH:7]=[CH:6][C:3]=1[CH:4]=[O:5].[CH2:11]([SH:18])[C:12]1[CH:17]=[CH:16][CH:15]=[CH:14][CH:13]=1.C(=O)([O-])[O-].[K+].[K+]>CN(C)C=O>[CH2:11]([S:18][C:2]1[C:9]([OH:10])=[CH:8][CH:7]=[CH:6][C:3]=1[CH:4]=[O:5])[C:12]1[CH:17]=[CH:16][CH:15]=[CH:14][CH:13]=1 |f:2.3.4|. Reported procedure: 174 g of 2-chloro-3-hydroxybenzaldehyde are dissolved in 1 l of dimethylformamide, 126 ml of benzylmercaptan and 174 g of potassium carbonate are added, and the mixture is stirred for 2 days at 100° C. The reaction mixture is poured into ice-water and extracted using diethyl ether, and the organic phase is washed with saline, dried over sodium sulfate, filtered and concentrated. Silica gel chromatography with ethyl acetate/hexane (1:4) as the mobile phase gives 51.6 g of 2-benzylthio-3-hydroxybe... The reactants are O=C(NC1=NC2(c3cc(Br)ccc3F)COCC2CS1)c1ccccc1, O=C([O-])[O-], CO, NC1CCCCC1N, [Cu]I, NC(=O)C(F)(F)F, [I-], [K+], [K+], [Na+], O. Product: Nc1ccc(F)c(C23COCC2CSC(NC(=O)c2ccccc2)=N3)c1. Reaction SMILES: [Br:1][c:2]1[cH:3][cH:4][c:5]([F:26])[c:6]([C:8]23[N:9]=[C:10]([NH:17][C:18]([c:19]4[cH:20][cH:21][cH:22][cH:23][cH:24]4)=[O:25])[S:11][CH2:12][CH:13]2[CH2:14][O:15][CH2:16]3)[cH:7]1.[C:36](=[O:37])([O-:38])[O-:39].[CH3:53][OH:54].[CH:42]1([NH2:43])[CH2:44][CH2:45][CH2:46][CH2:47][CH:48]1[NH2:49].[Cu:50][I:51].[F:27][C:28]([F:29])([F:30])[C:32]([NH2:31])=[O:33].[I-:35].[K+:40].[K+:41].[Na+:34].[OH2:52]>>[c:2]1([NH2:31])[cH:3][cH:4][c:5]([F:26])[c:6]([C:8]23[N:9]=[C:10]([NH:17][C:18]([c:19]4[cH:20][cH:21][cH:22][cH:23][cH:24]4)=[O:25])[S:11][CH2:12][CH:13]2[CH2:14][O:15][CH2:16]3)[cH:7]1. The reactants are O.[OH-].[Li+] (lithium hydroxide monohydrate), C(C1=CC=CC=C1)OC(=O)NCC=1C=C(C(C(=O)OC)=CC1)OCC1=CC=CC=C1 (Methyl N-(benzyloxycarbonyl)-4-aminomethyl-2-O-benzylsalicylate), Cl (hydrochloric acid). Run in O (water), O1CCCC1 (tetrahydrofuran). Reaction conditions: temperature 75 celsius. The product is C(C1=CC=CC=C1)OC(=O)NCC=1C=C(C(C(=O)O)=CC1)OCC1=CC=CC=C1 (N-(benzyloxy-carbonyl)-4-aminomethyl-2-O-benzylsalicylic acid). The yield is 90.0%. RXN SMILES: [CH2:1]([O:8][C:9]([NH:11][CH2:12][C:13]1[CH:14]=[C:15]([O:23][CH2:24][C:25]2[CH:30]=[CH:29][CH:28]=[CH:27][CH:26]=2)[C:16](=[CH:21][CH:22]=1)[C:17]([O:19]C)=[O:18])=[O:10])[C:2]1[CH:7]=[CH:6][CH:5]=[CH:4][CH:3]=1.O.[OH-].[Li+].Cl>O1CCCC1.O>[CH2:1]([O:8][C:9]([NH:11][CH2:12][C:13]1[CH:14]=[C:15]([O:23][CH2:24][C:25]2[CH:30]=[CH:29][CH:28]=[CH:27][CH:26]=2)[C:16](=[CH:21][CH:22]=1)[C:17]([OH:19])=[O:18])=[O:10])[C:2]1[CH:3]=[CH:4][CH:5]=[CH:6][CH:7]=1 |f:1.2.3|. Reported procedure: Methyl N-(benzyloxycarbonyl)-4-aminomethyl-2-O-benzylsalicylate (6.81 g, 16.8 mmoles) was dissolved in tetrahydrofuran (50 mL). A solution of lithium hydroxide monohydrate (0.78 g, 18.5 mmoles) in water (25 mL) was added, and the reaction mixture was stirred and heated at 75° C. for 24 hours. The solution was cooled, and 1N aqueous hydrochloric acid (50 mL) was added. The reaction mixture was extracted twice with ethyl acetate (150 mL then 50 mL). The combined ethyl acetate extracts were washed ... Reactants: O=C1C(CCC1)C(=O)OC (methyl 2-oxocyclopentane carboxylate), C([O-])([O-])=O.[K+].[K+] (potassium carbonate), C(C)I (ethyl iodide). Solvent: CC(=O)C (acetone). The product is C(C)C1(C(CCC1)=O)C(=O)OC (methyl 1-ethyl-2-oxocyclopentane carboxylate). The yield is 101.6%. As a reaction SMILES: [O:1]=[C:2]1[CH2:6][CH2:5][CH2:4][CH:3]1[C:7]([O:9][CH3:10])=[O:8].C(=O)([O-])[O-].[K+].[K+].[CH2:17](I)[CH3:18]>CC(C)=O>[CH2:17]([C:3]1([C:7]([O:9][CH3:10])=[O:8])[CH2:4][CH2:5][CH2:6][C:2]1=[O:1])[CH3:18] |f:1.2.3|. Reported procedure: Under vigorously agitation, 14.8 g of methyl 2-oxocyclopentane carboxylate was added to 41.9 g of fine powdery anhydrous potassium carbonate, and after stirring for several minutes, to the mixture was added 100 ml of acetone. The reaction mixture was further stirred for 15 to 30 minutes at room temperature, then thereto was dropwise added 31.2 g of ethyl iodide. Upon the completion of the addition, the reaction mixture was heated for reflux for 2 hours. The solvent was removed under reduced pres... Reactants: C(C)N(CCCONC(=N)C=1C=NC=CC1)CC (N-(3-diethylaminopropoxy)-3-pyridinecarboxamidine), N(=O)[O-].[Na+] (sodium nitrite), [OH-].[Na+] (sodium hydroxide), Cl (hydrogen chloride), Cl (hydrochloric acid). Solvent: O (water), O (water). Run at temperature 0 celsius, time 2 hour. Product: Cl.C(C)N(CCCON=C(C=1C=NC=CC1)Cl)CC (O-(3-diethylaminopropyl)-3-pyridinehydroximoyl chloride hydrochloride). Reaction SMILES: [CH2:1]([N:3]([CH2:17][CH3:18])[CH2:4][CH2:5][CH2:6][O:7][NH:8][C:9]([C:11]1[CH:12]=[N:13][CH:14]=[CH:15][CH:16]=1)=N)[CH3:2].[ClH:19].N([O-])=O.[Na+].[OH-].[Na+]>O>[ClH:19].[CH2:1]([N:3]([CH2:17][CH3:18])[CH2:4][CH2:5][CH2:6][O:7][N:8]=[C:9]([Cl:19])[C:11]1[CH:12]=[N:13][CH:14]=[CH:15][CH:16]=1)[CH3:2] |f:2.3,4.5,7.8|. Reported procedure: 9.5 g (37.9 mmoles) of N-(3-diethylaminopropoxy)-3-pyridinecarboxamidine are added under stirring to the mixture of 65 ml of distilled water and 21.7 ml of concentrated hydrochloric acid, cooled to 0° C. To the yellow solution, 13.08 g (189.5 mmoles) of sodium nitrite dissolved in 54 ml of distilled water are dropwise added at -5° C. during 50 minutes, then the reaction mixture is stirred at a temperature of -5° C. for 2 hours. Subsequently, the pH of the solution is adjusted to 11 by adding 2N ... The reactants are ClC1=CC=CC(=N1)C(=O)O (6-chloropicolinic acid). Solvent: S(=O)(Cl)Cl (thionyl chloride). Yields the product ClC1=CC=CC(=N1)C(=O)NCCC (6-chloro-2-N-n-propyl pyridine carboxamide). The yield is 158.6%. Reaction SMILES: [Cl:1][C:2]1[N:7]=[C:6]([C:8]([OH:10])=O)[CH:5]=[CH:4][CH:3]=1>S(Cl)(Cl)=O>[Cl:1][C:2]1[N:7]=[C:6]([C:8]([NH:7][CH2:6][CH2:5][CH3:4])=[O:10])[CH:5]=[CH:4][CH:3]=1. Reported procedure: 6-chloropicolinic acid (3 g) and thionyl chloride (50 ml) was refluxed for one hour. The excess thionyl chloride was evaporated in vacuo and dichloromethane added to the residual picolinoyl chloride. This solution was poured into an excess of n-propylamine in dichloromethane. The solution was then washed with water, dried over anhydrous magnesium sulphate and the dichloromethane evaporated to give 6-chloro-2-N-n-propyl pyridine carboxamide (3 g) as a yellow oil.